From a dataset of the Open Reaction Database (ORD), a public repository of structured organic reaction records. describe an organic reaction: reactants, conditions, products, and yield Conditions: time 7 hour. Product: O=C(CCCN1CCC(CC1)(C(C)=O)C1=CC=CC=C1)C=1C=C2CCC(NC2=CC1)=O (6-[1-oxo-4-(4-phenyl-4-acetyl-1-piperidyl)butyl]-3,4-dihydrocarbostyril). The solvent is CN(C=O)C (dimethylformamide). Reported procedure: 2.6 Grams of 6-(1-oxo-4-chlorobutyl)-3,4-dihydro-carbostyril, 12 g of pyridine and 2.7 g of 4-phenyl-4-acetyl-piperidine were mixed in 30 ml of dimethylformamide and stirred at 70°-80° C. for 7 hours. The reaction mixture was poured into 100 ml of 5%-sodium hydrogencarbonate aqueous solution and the organic layer was extracted with chloroform then the chloroform layer was washed with water, dried and chloroform was removed by distillation. The residue thus obtained was recrystallized from ethano... The reactants are C(O)([O-])=O.[Na+] (sodium hydrogencarbonate), O=C(CCCCl)C=1C=C2CCC(NC2=CC1)=O (6-(1-oxo-4-chlorobutyl)-3,4-dihydro-carbostyril), N1=CC=CC=C1 (pyridine), C1(=CC=CC=C1)C1(CCNCC1)C(C)=O (4-phenyl-4-acetyl-piperidine). As a reaction SMILES: [O:1]=[C:2]([C:7]1[CH:8]=[C:9]2[C:14](=[CH:15][CH:16]=1)[NH:13][C:12](=[O:17])[CH2:11][CH2:10]2)[CH2:3][CH2:4][CH2:5]Cl.N1C=CC=CC=1.[C:24]1([C:30]2([C:36](=[O:38])[CH3:37])[CH2:35][CH2:34][NH:33][CH2:32][CH2:31]2)[CH:29]=[CH:28][CH:27]=[CH:26][CH:25]=1.C(=O)([O-])O.[Na+]>CN(C)C=O>[O:1]=[C:2]([C:7]1[CH:8]=[C:9]2[C:14](=[CH:15][CH:16]=1)[NH:13][C:12](=[O:17])[CH2:11][CH2:10]2)[CH2:3][CH2:4][CH2:5][N:33]1[CH2:32][CH2:31][C:30]([C:24]2[CH:29]=[CH:28][CH:27]=[CH:26][CH:25]=2)([C:36](=[O:38])[CH3:37])[CH2:35][CH2:34]1 |f:3.4|. The reactants are C(C)(C)(C)O (t-butanol), ClC1=C(C=O)C=CC=C1 (o-Chlorobenzaldehyde), [C-]#N.[K+] (potassium cyanide), C(C)(=O)OC(C)=O (acetic anhydride), ( 8 ). Reagents/catalysts: [Ti] (titanium). Solvent: C(Cl)Cl (CH2Cl2). Reaction conditions: time 5.75 hour. The product is C(C)(=O)O.ClC1=C(C(C#N)O)C=CC=C1 (2-chloromandelonitrile Acetate). RXN SMILES: [Cl:1][C:2]1[CH:9]=[CH:8][CH:7]=[CH:6][C:3]=1[CH:4]=[O:5].[C-:10]#[N:11].[K+].C(O)(C)(C)C.[C:18]([O:21]C(=O)C)(=[O:20])[CH3:19]>C(Cl)Cl.[Ti]>[C:18]([OH:21])(=[O:20])[CH3:19].[Cl:1][C:2]1[CH:9]=[CH:8][CH:7]=[CH:6][C:3]=1[CH:4]([OH:5])[C:10]#[N:11] |f:1.2,7.8|. Procedure: o-Chlorobenzaldehyde (1.0 g, 0.82 ml, 7.11 mmol) was added via syringe to an agitated mixture of potassium cyanide (1.85 g, 28.46 mmol) and a titanium dimer catalyst of Formula (8) (72.8 mg, 0.06 mmol) in CH2Cl2 (18 ml), followed by t-butanol (0.56 g, 0.72 ml, 7.49 mmol). The slurry was cooled to a temperature of −5° C. and acetic anhydride (2.905 g, 2.68 ml, 28.46 mmol) was added via a syringe. The slurry was agitated at a temperature of −5° C. to 0° C. Analysis by G.C. showed that the reaction...